Dataset: the Open Reaction Database (ORD), a public repository of structured organic reaction records. Task: describe an organic reaction: reactants, conditions, products, and yield Reactants: Cc1ccc2c(Br)c(F)ccc2n1, ClCCl, [K+], O=[N+]([O-])[O-], O, O=S(=O)(O)O. Yields the product Cc1ccc2c(Br)c(F)cc([N+](=O)[O-])c2n1. RXN SMILES: [Br:6][c:7]1[c:8]2[cH:9][cH:10][c:11]([CH3:18])[n:12][c:13]2[cH:14][cH:15][c:16]1[F:17].[Cl:25][CH2:26][Cl:27].[K+:1].[O-:2][N+:3]([O-:4])=[O:5].[OH2:19].[S:20](=[O:21])(=[O:22])([OH:23])[OH:24]>>[O-:2][N+:3](=[O:5])[c:14]1[c:13]2[c:8]([c:7]([Br:6])[c:16]([F:17])[cH:15]1)[cH:9][cH:10][c:11]([CH3:18])[n:12]2. Reactants: N1(C=NC=C1)C1=NC(=CC(=N1)CNC(=O)C1NCCC1)C (pyrrolidine-2-carboxylic acid (2-imidazol-1-yl-6-methyl-pyrimidin-4-ylmethyl)-amide), FC(C1=CC=C(C=O)C=C1)(F)F (4-(trifluoromethyl)benzaldehyde), C(C)(=O)O (acetic acid), C(C)(=O)O[BH-](OC(C)=O)OC(C)=O.[Na+] (sodium triacetoxyborohydride). Solvent: CN(C=O)C (dimethylformamide). Run at time 2 hour. The product is N1(C=NC=C1)C1=NC(=CC(=N1)CNC(=O)C1N(CCC1)CC1=CC=C(C=C1)C(F)(F)F)C (1-(4-trifluoromethyl-benzyl)-pyrrolidine-2-carboxylic acid (2-imidazol-1-yl-6-methyl-pyrimidin-4-ylmethyl)-amide). The yield is 7.5%. Reaction SMILES: [N:1]1([C:6]2[N:11]=[C:10]([CH2:12][NH:13][C:14]([CH:16]3[CH2:20][CH2:19][CH2:18][NH:17]3)=[O:15])[CH:9]=[C:8]([CH3:21])[N:7]=2)[CH:5]=[CH:4][N:3]=[CH:2]1.[F:22][C:23]([F:33])([F:32])[C:24]1[CH:31]=[CH:30][C:27]([CH:28]=O)=[CH:26][CH:25]=1.C(O)(=O)C.C(O[BH-](OC(=O)C)OC(=O)C)(=O)C.[Na+]>CN(C)C=O>[N:1]1([C:6]2[N:11]=[C:10]([CH2:12][NH:13][C:14]([CH:16]3[CH2:20][CH2:19][CH2:18][N:17]3[CH2:28][C:27]3[CH:26]=[CH:25][C:24]([C:23]([F:22])([F:32])[F:33])=[CH:31][CH:30]=3)=[O:15])[CH:9]=[C:8]([CH3:21])[N:7]=2)[CH:5]=[CH:4][N:3]=[CH:2]1 |f:3.4|. Procedure: To a solution of pyrrolidine-2-carboxylic acid (2-imidazol-1-yl-6-methyl-pyrimidin-4-ylmethyl)-amide (43 mg, 0.15 mmol) in dimethylformamide (1.5 mL) was added 4-(trifluoromethyl)benzaldehyde (22 μL, 0.16 mmol) and acetic acid (0.075 mL) at r.t. The solution was allowed to stir for 2 hrs. To the solution was added sodium triacetoxyborohydride (107 mg, 0.50 mmol) at r.t. The solution was stirred for 16 hrs then concentrated under vacuum. The residue was diluted with DCM, washed with NaOH (1N, 30 ... The reactants are CC1(c2ccccc2)CC1Br, CC(C)(C)[O-], CCOCC, CS(C)=O, [K+], O. Product: CC1(c2ccccc2)C=C1. As a reaction SMILES: [Br:1][CH:2]1[C:3]([c:5]2[cH:6][cH:7][cH:8][cH:9][cH:10]2)([CH3:11])[CH2:4]1.[CH3:12][C:13]([CH3:14])([O-:15])[CH3:16].[CH3:18][CH2:19][O:20][CH2:21][CH3:22].[CH3:24][S:25]([CH3:26])=[O:27].[K+:17].[OH2:23]>>[CH:2]1=[CH:4][C:3]1([c:5]1[cH:6][cH:7][cH:8][cH:9][cH:10]1)[CH3:11]. Starting materials: O=C(O)C1CC1, [Cl-], Nc1ccc(C(=O)CCC(=O)O)cc1, C1CCOC1. The product is O=C(O)CCC(=O)c1ccc(NC(=O)C2CC2)cc1. RXN SMILES: [CH:2]1([C:5](=[O:6])[OH:7])[CH2:3][CH2:4]1.[Cl-:1].[NH2:8][c:9]1[cH:10][cH:11][c:12]([C:13](=[O:14])[CH2:15][CH2:16][C:17](=[O:18])[OH:19])[cH:20][cH:21]1.[O:22]1[CH2:23][CH2:24][CH2:25][CH2:26]1>>[CH:2]1([C:5](=[O:7])[NH:8][c:9]2[cH:10][cH:11][c:12]([C:13](=[O:14])[CH2:15][CH2:16][C:17](=[O:18])[OH:19])[cH:20][cH:21]2)[CH2:3][CH2:4]1. The reactants are [OH-].[Na+] (sodium hydroxide), C1C(CCC2=CC=CC=C12)=O (2-tetralone), Cl.N1=CC=C(C=C1)CCl (4-picolylchloride hydrochloride), [Cl-] (chloride). The solvent is C1=CC=CC=C1 (benzene), C1=CC=CC=C1 (benzene). Product: N1=CC=C(C=C1)CC1(C(C=CC2=CC=CC=C12)=O)CC1=CC=NC=C1 (1,1-bis(4-pyridinylmethyl)-2(1H)-naphthalenone). RXN SMILES: [CH2:1]1[C:10]2[C:5](=[CH:6][CH:7]=[CH:8][CH:9]=2)[CH2:4][CH2:3][C:2]1=[O:11].Cl.[N:13]1[CH:18]=[CH:17][C:16]([CH2:19]Cl)=[CH:15][CH:14]=1.[Cl-].[OH-].[Na+]>C1C=CC=CC=1>[N:13]1[CH:18]=[CH:17][C:16]([CH2:19][C:1]2([CH2:19][C:16]3[CH:17]=[CH:18][N:13]=[CH:14][CH:15]=3)[C:10]3[C:5](=[CH:6][CH:7]=[CH:8][CH:9]=3)[CH:4]=[CH:3][C:2]2=[O:11])=[CH:15][CH:14]=1 |f:1.2,4.5|. Procedure details: To a stirred mixture of 2-tetralone (4.4 g, 0.03 mol), 4-picolylchloride hydrochloride (10.82 g, 0.066 mol), and benzyltriethylanmonium chloride (1.4 g, 0.006 mol) in 80 ml of benzene was added 1N sodium hydroxide (178 ml, 0.178 mol) dropwise during a period of 1 h. at room temperature. Stirring was continued for another hour. Additional benzene (80 ml ) was added, the organic layer was separated, and dried over sodium sulfate. The inorganic salts were filtered off, and to the filtrate was added...